This data is from the Open Reaction Database (ORD), a public repository of structured organic reaction records. The task is: describe an organic reaction: reactants, conditions, products, and yield Procedure details: The title compound was prepared in similar fashion from (S)-(+)-4-(oxiranylmethoxy)-1H-indole and 4-phenyl-4-(4-trifluoromethylphenoxy)piperidine. The resulting free base was dissolved in ethyl acetate, and precipitated with one equivalent of oxalic acid in ethyl acetate in 49% overall yield. FDMS m/e=510 (M+ of free base). α[D]589 =-11.99 (c=0.42, methanol). Yields the product C(C(=O)O)(=O)O.N1C=CC2=C(C=CC=C12)OC[C@H](CN1CCC(CC1)(OC1=CC=C(C=C1)C(F)(F)F)C1=CC=CC=C1)O ((2S)-(-)-1-(4-indolyloxy)-3-(4-phenyl-4-(4-trifluoromethylphenoxy)piperidin-1-yl)-2-propanol ethanedioate). RXN SMILES: [O:1]1[CH2:3][C@H:2]1[CH2:4][O:5][C:6]1[CH:14]=[CH:13][CH:12]=[C:11]2[C:7]=1[CH:8]=[CH:9][NH:10]2.[C:15]1([C:21]2([O:27][C:28]3[CH:33]=[CH:32][C:31]([C:34]([F:37])([F:36])[F:35])=[CH:30][CH:29]=3)[CH2:26][CH2:25][NH:24][CH2:23][CH2:22]2)[CH:20]=[CH:19][CH:18]=[CH:17][CH:16]=1.[C:38]([OH:43])(=[O:42])[C:39]([OH:41])=[O:40].CO>C(OCC)(=O)C>[C:38]([OH:43])(=[O:42])[C:39]([OH:41])=[O:40].[NH:10]1[C:11]2[C:7](=[C:6]([O:5][CH2:4][C@@H:2]([OH:1])[CH2:3][N:24]3[CH2:23][CH2:22][C:21]([C:15]4[CH:16]=[CH:17][CH:18]=[CH:19][CH:20]=4)([O:27][C:28]4[CH:29]=[CH:30][C:31]([C:34]([F:35])([F:36])[F:37])=[CH:32][CH:33]=4)[CH2:26][CH2:25]3)[CH:14]=[CH:13][CH:12]=2)[CH:8]=[CH:9]1 |f:5.6|. The reactants are C(C(=O)O)(=O)O (oxalic acid), O1[C@@H](C1)COC1=C2C=CNC2=CC=C1 ((S)-(+)-4-(oxiranylmethoxy)-1H-indole), C1(=CC=CC=C1)C1(CCNCC1)OC1=CC=C(C=C1)C(F)(F)F (4-phenyl-4-(4-trifluoromethylphenoxy)piperidine), CO (methanol). Solvent: C(C)(=O)OCC (ethyl acetate), C(C)(=O)OCC (ethyl acetate). Reactants: OC1(CCN(CC1)C(=O)OC(C)(C)C)C=1SC(=CN1)C1=CC(=CC(=C1)NC1=NC=CC(=N1)C(F)(F)F)C (tert-butyl 4-hydroxy-4-[5-(3-methyl-5-{[4-(trifluoromethyl)pyrimidin-2-yl]amino}phenyl)-1,3-thiazol-2-yl]piperidine-1-carboxylate), C(=O)(C(F)(F)F)O (TFA), C(=O)(O)[O-].[Na+] (NaHCO3). Solvent: C(Cl)Cl (DCM). Conditions: time 4 hour. Product: CC=1C=C(C=C(C1)NC1=NC=CC(=N1)C(F)(F)F)C1=CN=C(S1)C1(CCNCC1)O (4-[5-(3-methyl-5-{[4-(trifluoromethyl)pyrimidin-2-yl]amino}phenyl)-1,3-thiazol-2-yl]piperidin-4-ol). Yield: 98.9%. RXN SMILES: [OH:1][C:2]1([C:15]2[S:16][C:17]([C:20]3[CH:25]=[C:24]([NH:26][C:27]4[N:32]=[C:31]([C:33]([F:36])([F:35])[F:34])[CH:30]=[CH:29][N:28]=4)[CH:23]=[C:22]([CH3:37])[CH:21]=3)=[CH:18][N:19]=2)[CH2:7][CH2:6][N:5](C(OC(C)(C)C)=O)[CH2:4][CH2:3]1.C(O)(C(F)(F)F)=O.C([O-])(O)=O.[Na+]>C(Cl)Cl>[CH3:37][C:22]1[CH:21]=[C:20]([C:17]2[S:16][C:15]([C:2]3([OH:1])[CH2:3][CH2:4][NH:5][CH2:6][CH2:7]3)=[N:19][CH:18]=2)[CH:25]=[C:24]([NH:26][C:27]2[N:32]=[C:31]([C:33]([F:35])([F:36])[F:34])[CH:30]=[CH:29][N:28]=2)[CH:23]=1 |f:2.3|. Reported procedure: To tert-butyl 4-hydroxy-4-[5-(3-methyl-5-{[4-(trifluoromethyl)pyrimidin-2-yl]amino}phenyl)-1,3-thiazol-2-yl]piperidine-1-carboxylate (50 mg, 0.093 mmol) in DCM (1 mL) was added 144 uL TFA (20 eq) and the reaction stirred at rt for 4 h. To the mixture was added saturated aqueous NaHCO3 and extracted with ethyl acetate. The organic layer was washed with water and brine. The combined organic layer was dried, filtered. The solvent was reduced in vacuo to give 40 mg (0.092 mmol, 98%) of 4-[5-(3-methy... The reactants are CC(=O)[O-], Cc1ccsc1C(=O)Cc1ccccc1[N+](=O)[O-], CCO, Cl, NO, [Na+], O, O, O, O. The product is Cc1ccsc1C(Cc1ccccc1[N+](=O)[O-])=NO. Reaction SMILES: [C:25]([O-:26])(=[O:27])[CH3:28].[CH3:1][c:2]1[c:3]([C:7]([CH2:8][c:9]2[c:10]([N+:15](=[O:16])[O-:17])[cH:11][cH:12][cH:13][cH:14]2)=[O:18])[s:4][cH:5][cH:6]1.[CH3:30][CH2:31][OH:32].[ClH:19].[NH2:20][OH:21].[Na+:29].[OH2:22].[OH2:23].[OH2:24].[OH2:33]>>[CH3:1][c:2]1[c:3]([C:7]([CH2:8][c:9]2[c:10]([N+:15](=[O:16])[O-:17])[cH:11][cH:12][cH:13][cH:14]2)=[N:20][OH:21])[s:4][cH:5][cH:6]1. The reactants are solid, BrC1=CC(=CC=2C(=C3N(C12)CCNC3=O)C)F (6-bromo-8-fluoro-10-methyl-3,4-dihydro-2H-pyrazino[1,2-a]indol-1-one), BrC1=CC(=CC=2C(=C3N(C12)CCNC3=O)C)F (6-bromo-8-fluoro-10-methyl-3,4-dihydro-2H-pyrazino[1,2-a]indol-1-one), FC1=C(C=C(C=C1)B(O)O)C (4-fluoro-3-methyl-phenylboronic acid). Product: FC1=CC=2C(=C3N(C2C(=C1)C1=CC(=C(C=C1)F)C)CCNC3=O)C (8-Fluoro-6-(4-fluoro-3-methyl-phenyl)-10-methyl-3,4-dihydro-2H-pyrazino[1,2-a]indol-1-one). Reaction SMILES: Br[C:2]1[C:10]2[N:9]3[CH2:11][CH2:12][NH:13][C:14](=[O:15])[C:8]3=[C:7]([CH3:16])[C:6]=2[CH:5]=[C:4]([F:17])[CH:3]=1.[F:18][C:19]1[CH:24]=[CH:23][C:22](B(O)O)=[CH:21][C:20]=1[CH3:28]>>[F:17][C:4]1[CH:3]=[C:2]([C:22]2[CH:23]=[CH:24][C:19]([F:18])=[C:20]([CH3:28])[CH:21]=2)[C:10]2[N:9]3[CH2:11][CH2:12][NH:13][C:14](=[O:15])[C:8]3=[C:7]([CH3:16])[C:6]=2[CH:5]=1. Reported procedure: The title compound, light yellow solid (69 mg, 85%), MS (ISP) m/z=327.5 [(M+H)+], mp 236° C., was prepared in accordance with the general method of example 1 from 6-bromo-8-fluoro-10-methyl-3,4-dihydro-2H-pyrazino[1,2-a]indol-1-one (intermediate 14) (74.3 mg, 0.25 mmol) and commercially available 4-fluoro-3-methyl-phenylboronic acid (50.0 mg, 0.325 mmol). Reactants: BrC=1C=NC=2C=CC=[N+](C2C1)[O-] (3-bromo-1,5-naphthyridine-5-oxide), P(=O)(Cl)(Cl)Cl (phosphorus oxychloride). Run in C(Cl)Cl (methylene chloride). The product is BrC1=CN=C2C=CC(=NC2=C1)Cl (7-bromo-2-chloro-1,5-naphthyridine), BrC1=CN=C2C(=CC=NC2=C1)Cl (7-bromo-4-chloro-1,5-naphthyridine). Reaction SMILES: [Br:1][C:2]1[CH:3]=[N:4][C:5]2[CH:6]=[CH:7][CH:8]=[N+:9]([O-])[C:10]=2[CH:11]=1.P(Cl)(Cl)([Cl:15])=O>C(Cl)Cl>[Br:1][C:2]1[CH:11]=[C:10]2[C:5]([CH:6]=[CH:7][C:8]([Cl:15])=[N:9]2)=[N:4][CH:3]=1.[Br:1][C:2]1[CH:11]=[C:10]2[C:5]([C:6]([Cl:15])=[CH:7][CH:8]=[N:9]2)=[N:4][CH:3]=1. Procedure: 7.97 g (35.4 mmol, 1 eq) of 3-bromo-1,5-naphthyridine-5-oxide and 9.9 mL (106.2 mmol, 3 eq) of phosphorus oxychloride were introduced in 600 mL of methylene chloride. The mixture was stirred at reflux for 18 h. Methylene chloride was evaporated in part (¾). 1M aqueous NaOH solution was added carefully at 0° C. Aqueous layer was extracted with methylene chloride. Organic layers were dried over Na2SO4, filtered and evaporated to dryness. The residue was purified by column chromatography using meth... The reactants are C(C1=CC=2OCOC2C=C1)(=O)Cl (piperonylic acid chloride), C1OC=2C=C(C(=O)C3=C(C(=O)O)C=CC=C3)C=CC2O1 (2-(3,4-Methylenedioxybenzoyl)benzoic acid), BrC1=C(C(=O)O)C=CC=C1 (2-bromobenzoic acid), C(CCC)[Li] (n-butyl lithium). Run in C1CCOC1 (THF), C1CCOC1 (THF). Run at temperature -100 celsius, time 1 hour. The product is HOAc hexanes, COC1=CC=C(C=C1)C1C(C(C2=CC=CC=C12)C1=CC2=C(C=C1)OCO2)C(=O)O ((1RS,2SR,3SR)-1-(4-Methoxyphenyl)-3-(3,4-methylenedioxyphenyl)indane-2-carboxylic acid). Isolated yield 28.0%. Reaction SMILES: [CH2:1]1[O:20][C:19]2[CH:18]=[CH:17][C:5]([C:6]([C:8]3[CH:16]=[CH:15][CH:14]=[CH:13][C:9]=3C(O)=O)=O)=[CH:4][C:3]=2O1.BrC1C=CC=C[C:23]=1[C:24]([OH:26])=[O:25].C([Li])CCC.[C:36](Cl)(=O)[C:37]1[CH:45]=[CH:44][C:43]2[O:42][CH2:41][O:40][C:39]=2[CH:38]=1>C1COCC1>[CH3:1][O:20][C:19]1[CH:3]=[CH:4][C:5]([CH:6]2[C:8]3[C:9](=[CH:13][CH:14]=[CH:15][CH:16]=3)[CH:36]([C:37]3[CH:45]=[CH:44][C:43]4[O:42][CH2:41][O:40][C:39]=4[CH:38]=3)[CH:23]2[C:24]([OH:26])=[O:25])=[CH:17][CH:18]=1. Procedure details: 2-(3,4-Methylenedioxybenzoyl)benzoic acid. To a solution of 2-bromobenzoic acid (12 g, 0.06 mol) in THF (200 ml) at −100° C. under an argon atmosphere was added dropwise n-butyl lithium (50 ml of 2.5M solution in hexanes, 0.125 mol), maintaining the temperature below −90° C. Upon completion of the addition, the resulting solution was stirred at −100° C. for 1 h, at which time was added slowly a solution of piperonylic acid chloride (11 g, 0.06 mol) in THF (50 ml), maintaining the temperature bel...